From a dataset of the Open Reaction Database (ORD), a public repository of structured organic reaction records. describe an organic reaction: reactants, conditions, products, and yield Reactants: C(C(C)C)NC(NC1=CC(=NN1C)C(=O)O)=O (5-(3-Isobutylureido)-1-methyl-1H-pyrazole-3-carboxylic acid), C(C(C)C)NC(NC1=CC(=NN1C)C(=O)O)=O (5-(3-Isobutylureido)-1-methyl-1H-pyrazole-3-carboxylic acid), Cl.N1CCC(CC1)C1=CC=C(C#N)C=C1 (4-(piperidin-4-yl)benzonitrile hydrochloride), Cl.N1CCC(CC1)C1=CC=C(C#N)C=C1 (4-(piperidin-4-yl)benzonitrile hydrochloride), CCN=C=NCCCN(C)C (EDCI), C=1C=CC2=C(C1)N=NN2O (HOBT), CCN(C(C)C)C(C)C (DIEA). The solvent is CN(C)C=O (DMF), C(C)(=O)OCC (ethyl acetate). Yields the product C(#N)C1=CC=C(C=C1)C1CCN(CC1)C(=O)C1=NN(C(=C1)NC(=O)NCC(C)C)C (1-(3-(4-(4-Cyanophenyl)piperidine-1-carbonyl)-1-methyl-1H-pyrazol-5-yl)-3-isobutylurea). The yield is 13.3%. RXN SMILES: [CH2:1]([NH:5][C:6](=[O:17])[NH:7][C:8]1[N:12]([CH3:13])[N:11]=[C:10]([C:14]([OH:16])=O)[CH:9]=1)[CH:2]([CH3:4])[CH3:3].Cl.[NH:19]1[CH2:24][CH2:23][CH:22]([C:25]2[CH:32]=[CH:31][C:28]([C:29]#[N:30])=[CH:27][CH:26]=2)[CH2:21][CH2:20]1.CCN=C=NCCCN(C)C.C1C=CC2N(O)N=NC=2C=1.CCN(C(C)C)C(C)C>CN(C=O)C.C(OCC)(=O)C>[C:29]([C:28]1[CH:27]=[CH:26][C:25]([CH:22]2[CH2:23][CH2:24][N:19]([C:14]([C:10]3[CH:9]=[C:8]([NH:7][C:6]([NH:5][CH2:1][CH:2]([CH3:3])[CH3:4])=[O:17])[N:12]([CH3:13])[N:11]=3)=[O:16])[CH2:20][CH2:21]2)=[CH:32][CH:31]=1)#[N:30] |f:1.2|. Procedure details: A solution of 5-(3-Isobutylureido)-1-methyl-1H-pyrazole-3-carboxylic acid (compound 351.6, 0.11 g, 0.46 mmol), 4-(piperidin-4-yl)benzonitrile HCl salt (compound 1.5, 0.097 g, 0.4 6 mmol), EDCI (0.090 g, 0.51 mmol), HOBT (0.065 g, 0.51 mmol, with 20% H2O) and DIEA (0.22 ml, 1.38 mmol) in DMF (5 ml) was stirred at room temperature overnight. The reaction mixture was then diluted with 50 ml of ethyl acetate and washed with 2×20 ml of brine. The organic phase was dried over anhydrous sodium sulfate ... Yields the product BrC=1C=2N(C=C(C1)O)N=CC2 (4-bromopyrazolo[1,5-a]pyridin-6-ol). Procedure details: 4-bromo-6-methoxypyrazolo[1,5-a]pyridine (725 mg, 3.19 mmol) was suspended in HBr (12 ml, 106 mmol). The reaction mixture was heated in the Biotage Initiator Series microwave for 1 h at 150° C. The reaction mixture was slowly added via pipete to a solution of 5N NaOH (22.0 ml, 110 mmol) in 100 mL of saturated aqueous sodium bicarbonate at 0° C. The reaction mixture was diluted in ethyl acetate, washed with saturated aqueous sodium hydrogen carbonate and brine then dried over sodium sulfate, filt... Reaction SMILES: [Br:1][C:2]1[C:3]2[N:4]([N:10]=[CH:11][CH:12]=2)[CH:5]=[C:6]([O:8]C)[CH:7]=1.Br.[OH-].[Na+]>C(=O)(O)[O-].[Na+].C(OCC)(=O)C>[Br:1][C:2]1[C:3]2[N:4]([N:10]=[CH:11][CH:12]=2)[CH:5]=[C:6]([OH:8])[CH:7]=1 |f:2.3,4.5|. Starting materials: BrC=1C=2N(C=C(C1)OC)N=CC2 (4-bromo-6-methoxypyrazolo[1,5-a]pyridine), Br (HBr), [OH-].[Na+] (NaOH). Run in C(C)(=O)OCC (ethyl acetate), C([O-])(O)=O.[Na+] (sodium bicarbonate). Run at temperature 150 celsius.